Task: describe an organic reaction: reactants, conditions, products, and yield. Dataset: the Open Reaction Database (ORD), a public repository of structured organic reaction records Starting materials: BrCC1=CC(=C(C=C1)OC)OC1CCCC1 (a-bromo-3-cyclopentyloxy-4-methoxytoluene), [C-]#N.[Na+] (sodium cyanide), C1(CCCC1)OC=1C=C(C=O)C=CC1OC (3-cyclopentyloxy-4-methoxybenzaldehyde), [Br-].[Li+] (lithium bromide), C[SiH](O[SiH](C)C)C (1,1,3,3-tetramethyldisiloxane), C[Si](C)(C)Cl (trimethylsilylchloride). Solvent: CN(C=O)C (dimethylformamide), C(C)#N (acetonitrile), O (water). Conditions: temperature 0 celsius, time 15 minute. Yields the product C1(CCCC1)OC=1C=C(C=CC1OC)CC#N ((3-Cyclopentyloxy-4-methoxyphenyl)acetonitrile). Reaction SMILES: [CH:1]1([O:6][C:7]2[CH:8]=[C:9]([CH:12]=[CH:13][C:14]=2[O:15][CH3:16])[CH:10]=O)[CH2:5][CH2:4][CH2:3][CH2:2]1.[Br-].[Li+].C[Si](Cl)(C)C.C[SiH](C)O[SiH](C)C.BrCC1C=CC(OC)=C(OC2CCCC2)C=1.[C-:47]#[N:48].[Na+]>C(#N)C.CN(C)C=O.O>[CH:1]1([O:6][C:7]2[CH:8]=[C:9]([CH2:10][C:47]#[N:48])[CH:12]=[CH:13][C:14]=2[O:15][CH3:16])[CH2:5][CH2:4][CH2:3][CH2:2]1 |f:1.2,6.7|. Procedure: To a solution of 3-cyclopentyloxy-4-methoxybenzaldehyde (20 g, 90.8 mmol) in acetonitrile (100 mL) was added lithium bromide (15 g, 173 mmol) followed by the dropwise addition of trimethylsilylchloride (17.4 mL, 137 mmol). After 15 min, the reaction mixture was cooled to 0° C., 1,1,3,3-tetramethyldisiloxane (26.7 mL, 151 mmol) was added dropwise and the resulting mixture was allowed to warm to room temperature. After stirring for 3 h, the mixture was separated into two layers. The lower layer wa...